From a dataset of the Open Reaction Database (ORD), a public repository of structured organic reaction records. describe an organic reaction: reactants, conditions, products, and yield The reactants are C1=CC=C(C=C1)P(C2=CC=CC=C2)C3=CC=CC=C3 (Ph3P), N#N (N2), ice, C(C1=CC=CC=C1)OC(=O)N[C@@H]1CC[C@H](CC1)CO (trans-4-benzyloxycarbonylaminocyclohexane-methanol), C1(=CC=CC=C1)P(C1=CC=CC=C1)C1=CC=CC=C1 (triphenylphoshine), N1C=NC=C1 (imidazole), [I-] (iodide), [N-]=[N+]=[N-] (azide), [N-]=[N+]=[N-].[Na+] (sodium azide), II (iodine). Solvent: CC(OCC)=O (EA), O (water), C(Cl)Cl (CH2Cl2), CN(C)C=O (DMF), C1CCOC1 (THF). Yields the product NC[C@@H]1CC[C@H](CC1)NC(OCC1=CC=CC=C1)=O (benzyl (trans-4-(aminomethyl)cyclohexyl)carbamate). Reaction SMILES: N#N.[CH2:3]([O:10][C:11]([NH:13][C@H:14]1[CH2:19][CH2:18][C@H:17]([CH2:20]O)[CH2:16][CH2:15]1)=[O:12])[C:4]1[CH:9]=[CH:8][CH:7]=[CH:6][CH:5]=1.C1(P(C2C=CC=CC=2)C2C=CC=CC=2)C=CC=CC=1.[NH:41]1C=CN=C1.II.[I-].[N-]=[N+]=[N-].[Na+].[N-]=[N+]=[N-]>C(Cl)Cl.CN(C=O)C.CC(=O)OCC.C1COCC1.O>[NH2:41][CH2:20][C@H:17]1[CH2:18][CH2:19][C@H:14]([NH:13][C:11](=[O:12])[O:10][CH2:3][C:4]2[CH:9]=[CH:8][CH:7]=[CH:6][CH:5]=2)[CH2:15][CH2:16]1 |f:6.7|. Procedure: In a flame dried round-bottomed flask equipped with a magnetic stir bar and under inert atmosphere (N2), to an ice-cold solution of trans-4-benzyloxycarbonylaminocyclohexane-methanol (1.32 g, 5.01 mmol), triphenylphoshine on polystyrene (15.04 mmol) and imidazole (483 mg, 7.02 mmol) in dry CH2Cl2 (150 mL) was added iodine (2.06 g, 8.02 mmol). The reaction mixture was warmed to rt and stirred at this temperature until completion of the reaction. The mixture was then filtered, successively washed ... Starting materials: [Cl-].[NH4+] (ammonium chloride), [H-].[Na+] (sodium hydride), OC1=CC(=C(C=C1)NC(OC)=O)C (methyl N-(4-hydroxy-2-methylphenyl)carbamate), BrCC=1SC2=C(N1)C=C(C=C2)F (2-bromomethyl-5-fluorobenzothiazole). Run in CN(C=O)C (dimethylformamide). Conditions: time 5 minute. Product: FC=1C=CC2=C(N=C(S2)COC2=CC(=C(C=C2)NC(OC)=O)C)C1 (Methyl N-[4-(5-fluorobenzothiazol-2-ylmethoxy)-2-methylphenyl]carbamate). Isolated yield 67.2%. As a reaction SMILES: [H-].[Na+].[OH:3][C:4]1[CH:9]=[CH:8][C:7]([NH:10][C:11](=[O:14])[O:12][CH3:13])=[C:6]([CH3:15])[CH:5]=1.Br[CH2:17][C:18]1[S:19][C:20]2[CH:26]=[CH:25][C:24]([F:27])=[CH:23][C:21]=2[N:22]=1.[Cl-].[NH4+]>CN(C)C=O>[F:27][C:24]1[CH:25]=[CH:26][C:20]2[S:19][C:18]([CH2:17][O:3][C:4]3[CH:9]=[CH:8][C:7]([NH:10][C:11](=[O:14])[O:12][CH3:13])=[C:6]([CH3:15])[CH:5]=3)=[N:22][C:21]=2[CH:23]=1 |f:0.1,4.5|. Reported procedure: 54.6 mg of sodium hydride (as a 60% w/w dispersion in mineral oil) were added to a solution of 204.9 mg of methyl N-(4-hydroxy-2-methylphenyl)carbamate [prepared as described in Example 15(a) above] in 5 ml of dimethylformamide cooled in an ice-water bath. The resulting mixture was stirred at the same temperature for 5 minutes, and then 366.2 mg of 2-bromomethyl-5-fluorobenzothiazole [prepared as described in step (a) above] were added. The temperature of the resulting mixture was elevated to ro... Conditions: temperature 100 celsius, time 10 hour. Procedure details: Azetidine hydrochloride (3.0 g, 32.1 mmol) was added to a solution of sodium (0.73 g, 31.7 mmol) in ethanol (25 ml) and the solution stirred vigorously for an hour. 2,5-Dibromopyridine (5.0 g, 21.1 mmol) was then added and the reaction mixture heated at 100° C. for 10 hours in a sealed vessel, and then at 120° C. for a further 10 hours. The cooled mixture was concentrated under reduced pressure and the residue was partitioned between water and ethyl acetate. The layers were separated, the aqueou... Yields the product Cl.N1(CCC1)C1=NC=C(C=C1)Br (2-(Azetidin-1-yl)-5-bromopyridine hydrochloride). Reactants: Cl.N1CCC1 (Azetidine hydrochloride), [Na] (sodium), BrC1=NC=C(C=C1)Br (2,5-Dibromopyridine). As a reaction SMILES: [ClH:1].[NH:2]1[CH2:5][CH2:4][CH2:3]1.[Na].Br[C:8]1[CH:13]=[CH:12][C:11]([Br:14])=[CH:10][N:9]=1>C(O)C>[ClH:1].[N:2]1([C:8]2[CH:13]=[CH:12][C:11]([Br:14])=[CH:10][N:9]=2)[CH2:5][CH2:4][CH2:3]1 |f:0.1,5.6,^1:5|. Run in C(C)O (ethanol). The reactants are O=C([O-])[O-], CCO, Clc1ccc2nc(Cl)sc2c1, [K+], [K+], OC1CCNC1, O. The product is OC1CCN(c2nc3ccc(Cl)cc3s2)C1. RXN SMILES: [C:18](=[O:19])([O-:20])[O-:21].[CH2:24]([OH:25])[CH3:26].[Cl:1][c:2]1[s:3][c:4]2[c:5]([n:6]1)[cH:7][cH:8][c:9]([Cl:11])[cH:10]2.[K+:22].[K+:23].[NH:12]1[CH2:13][CH:14]([OH:17])[CH2:15][CH2:16]1.[OH2:27]>>[c:2]1([N:12]2[CH2:13][CH:14]([OH:17])[CH2:15][CH2:16]2)[s:3][c:4]2[c:5]([n:6]1)[cH:7][cH:8][c:9]([Cl:11])[cH:10]2. Starting materials: Cc1cc(N(C(=O)OC(C)(C)C)c2nn(C(C)C)c(=O)c3cc(CO)ccc23)nn1C(=O)OC(C)(C)C, CS(C)=O, [O-][Cl+][O-], ClCCl, O=C(O)c1ccccc1I(=O)=O, NS(=O)(=O)O, [Na+], O. RXN SMILES: [C:1]([CH3:2])([CH3:3])([CH3:4])[O:5][C:6](=[O:7])[n:8]1[n:9][c:10]([N:14]([c:15]2[n:16][n:17]([CH:28]([CH3:29])[CH3:30])[c:18](=[O:27])[c:19]3[cH:20][c:21]([CH2:25][OH:26])[cH:22][cH:23][c:24]23)[C:31](=[O:32])[O:33][C:34]([CH3:35])([CH3:36])[CH3:37])[cH:11][c:12]1[CH3:13].[CH3:59][S:60]([CH3:61])=[O:62].[Cl+:55]([O-:56])[O-:57].[Cl:63][CH2:64][Cl:65].[I:38](=[O:39])([c:40]1[cH:41][cH:42][cH:43][cH:44][c:45]1[C:46]([OH:47])=[O:48])=[O:49].[NH2:50][S:51](=[O:52])(=[O:53])[OH:54].[Na+:58].[OH2:66]>>[C:1]([CH3:2])([CH3:3])([CH3:4])[O:5][C:6](=[O:7])[n:8]1[n:9][c:10]([N:14]([c:15]2[n:16][n:17]([CH:28]([CH3:29])[CH3:30])[c:18](=[O:27])[c:19]3[cH:20][c:21]([C:25](=[O:26])[OH:39])[cH:22][cH:23][c:24]23)[C:31](=[O:32])[O:33][C:34]([CH3:35])([CH3:36])[CH3:37])[cH:11][c:12]1[CH3:13]. Product: Cc1cc(N(C(=O)OC(C)(C)C)c2nn(C(C)C)c(=O)c3cc(C(=O)O)ccc23)nn1C(=O)OC(C)(C)C. The reactants are ClC(=O)OCC(C)C (Isobutyl chloroformate), CN1CCOCC1 (N-methyl morpholine), [N+](=O)([O-])C1=CC=C(C=C1)C1=CN=C(S1)C(=O)OCC (Ethyl 5-(4-nitrophenyl)thiazole-2-carboxylate), [N+](=O)([O-])C1=CC=C(C=C1)C1=CN=C(S1)C(=O)OCC (Ethyl 5-(4-nitrophenyl)thiazole-2-carboxylate), Cl.COC([C@@H](N)C(C)C)=O (L-valine methyl ester hydrochloride). Solvent: C1CCOC1 (THF), CCN(CC)CC (Et3N). Conditions: time 10 minute. Yields the product CC(C(C(=O)OC)NC(=O)C=1SC(=CN1)C1=CC=C(C=C1)[N+](=O)[O-])C (Methyl 3-methyl-2-(5-(4-nitrophenyl)thiazole-2-carboxamido)butanoate). Isolated yield 74.9%. RXN SMILES: CN1CCOCC1.[N+:8]([C:11]1[CH:16]=[CH:15][C:14]([C:17]2[S:21][C:20]([C:22]([O:24]CC)=O)=[N:19][CH:18]=2)=[CH:13][CH:12]=1)([O-:10])=[O:9].ClC(OCC(C)C)=O.Cl.[CH3:36][O:37][C:38](=[O:44])[C@H:39]([CH:41]([CH3:43])[CH3:42])[NH2:40]>C1COCC1.CCN(CC)CC>[CH3:42][CH:41]([CH3:43])[CH:39]([NH:40][C:22]([C:20]1[S:21][C:17]([C:14]2[CH:13]=[CH:12][C:11]([N+:8]([O-:10])=[O:9])=[CH:16][CH:15]=2)=[CH:18][N:19]=1)=[O:24])[C:38]([O:37][CH3:36])=[O:44] |f:3.4|. Procedure details: N-methyl morpholine (1.01 ml) was added to a solution of 5-(4-nitrophenyl)thiazole-2-carboxylic acid (Intermediate 2, step B, 2.3 g) in THF (72 ml). The reaction mixture was stirred for 10 minutes at RT, cooled to −20° C. Isobutyl chloroformate (1.19 ml) was added and the mixture was stirred for 15-20 minutes at −20 to −30° C. This was followed by the addition of L-valine methyl ester hydrochloride (2.15 g) previously neutralized with Et3N (1.8 ml). The reaction mixture was stirred at −20 to −30... The reactants are NOS(=O)(=O)O (hydroxylamine-O-sulfonic acid), CC(=O)[O-].[Na+] (NaOAc), CC(C)N1S(C2=C(C=C1CO)C=CS2)(=O)=O (2-(1-Methylethyl)-2H-thieno[3,2-e]-1,2-thiazine-3-methanol 1,1-dioxide), C(CCC)[Li] (n-butyllithium), S(=O)=O (sulfur dioxide). Run in O (water), C1CCOC1 (THF). Run at time 5 minute. The product is OCC=1N(S(C2=C(C1)C=C(S2)S(=O)(=O)N)(=O)=O)C(C)C (3-Hydroxymethyl-2-(1-methylethyl)-2H-thieno[3,2-e]-1,2-thiazine-6-sulfonamide 1,1-dioxide). The yield is 98.0%. Reaction SMILES: [CH3:1][CH:2]([N:4]1[C:9]([CH2:10][OH:11])=[CH:8][C:7]2[CH:12]=[CH:13][S:14][C:6]=2[S:5]1(=[O:16])=[O:15])[CH3:3].C([Li])CCC.[S:22](=[O:24])=[O:23].[NH2:25]OS(O)(=O)=O.CC([O-])=O.[Na+]>C1COCC1.O>[OH:11][CH2:10][C:9]1[N:4]([CH:2]([CH3:1])[CH3:3])[S:5](=[O:16])(=[O:15])[C:6]2[S:14][C:13]([S:22]([NH2:25])(=[O:24])=[O:23])=[CH:12][C:7]=2[CH:8]=1 |f:4.5|. Procedure: To a solution of the product from Step D (3.25 g, 12.5 mmol) in anhydrous THF (60 mL) under nitrogen at -70° C. was added n-butyllithium (2.5M, 12.5 mL, 31.4 mmol) over 5 min. The suspension was stirred for 1 h before a stream of sulfur dioxide was passed over the surface of the reaction mixture for 5 min. The mixture was warmed to ambient temperature and evaporated to give a residue which was combined with water (100 mL); this mixture was cooled (ice bath) and hydroxylamine-O-sulfonic acid (4.2...